The task is: describe an organic reaction: reactants, conditions, products, and yield. This data is from the Open Reaction Database (ORD), a public repository of structured organic reaction records. Reactants: N(=[N+]=[N-])[C@H](C(=O)O)[C@@H](C1=CC=NC=C1)C1=CC=C(C=C1)F ((2S,3R)-2-azido-3-(4-fluorophenyl)-3-(pyridin-4-yl)propanoic acid), NC1=C(CC[C@@H]2CN([C@@H](CO2)COC(NCC(F)(F)F)=O)C(=O)OC(C)(C)C)C(=CC=C1)F ((2R,5S)-tert-butyl 2-(2-amino-6-fluorophenethyl)-5-((((2,2,2-trifluoroethyl)carbamoyl)oxy)methyl)morpholine-4-carboxylate). Yields the product FC1=CC=C([C@@H]([C@H](NC(=O)OC)C(=O)NC2=C(C(=CC=C2)F)CC[C@@H]2CN[C@@H](CO2)COC(NCC(F)(F)F)=O)C2=CC=NC=C2)C=C1 ((βR)-4-Fluoro-N-(3-fluoro-2-{2-[(2R,5S)-5-({[(2,2,2-trifluoroethyl)carbamoyl]oxy}methyl)morpholin-2-yl]ethyl}phenyl)-Nα-(methoxycarbonyl)-β-pyridin-4-yl-L-phenylalaninamide). As a reaction SMILES: [N:1]([C@@H:4]([C@H:8]([C:15]1[CH:20]=[CH:19][C:18]([F:21])=[CH:17][CH:16]=1)[C:9]1[CH:14]=[CH:13][N:12]=[CH:11][CH:10]=1)[C:5]([OH:7])=O)=[N+]=[N-].[NH2:22][C:23]1[CH:53]=[CH:52][CH:51]=[C:50]([F:54])[C:24]=1[CH2:25][CH2:26][C@H:27]1[O:32][CH2:31][C@@H:30]([CH2:33][O:34][C:35](=[O:42])[NH:36][CH2:37][C:38]([F:41])([F:40])[F:39])[N:29](C(OC(C)(C)C)=O)[CH2:28]1>>[F:21][C:18]1[CH:19]=[CH:20][C:15]([C@H:8]([C:9]2[CH:14]=[CH:13][N:12]=[CH:11][CH:10]=2)[C@@H:4]([C:5]([NH:22][C:23]2[CH:53]=[CH:52][CH:51]=[C:50]([F:54])[C:24]=2[CH2:25][CH2:26][C@H:27]2[O:32][CH2:31][C@@H:30]([CH2:33][O:34][C:35](=[O:42])[NH:36][CH2:37][C:38]([F:39])([F:41])[F:40])[NH:29][CH2:28]2)=[O:7])[NH:1][C:35]([O:34][CH3:33])=[O:42])=[CH:16][CH:17]=1. Procedure: The title compound was prepared from the product of step 1 and the product of step 4 of Example 99 using the procedures given in steps 2 and 3 of Example 93 and steps 1 and 2 of Example 91. MS (ES) m/z=680 (M+H)+. The product is O=C(O)c1[nH]c2ccccc2c1C1=CCCC1. Starting materials: [Na+], O=C1CCCC1, [OH-], O=C(O)c1cc2ccccc2[nH]1. RXN SMILES: [Na+:20].[O:13]=[C:14]1[CH2:15][CH2:16][CH2:17][CH2:18]1.[OH-:19].[nH:1]1[c:2]([C:10](=[O:11])[OH:12])[cH:3][c:4]2[cH:5][cH:6][cH:7][cH:8][c:9]12>>[nH:1]1[c:2]([C:10](=[O:11])[OH:12])[c:3]([C:14]2=[CH:15][CH2:16][CH2:17][CH2:18]2)[c:4]2[cH:5][cH:6][cH:7][cH:8][c:9]12. RXN SMILES: [CH3:1][C:2]([O:4][C@H:5]1[C:14]2[C@@:15]3([CH3:30])[C@@H:26]([CH2:27][O:28][CH3:29])[O:25][C:23](=[O:24])[C:17]4=[CH:18][O:19][C:20]([C:21](=[O:22])[C:13]=2[C@@H:8]2[CH2:9][CH2:10][C@H:11]([OH:12])[C@@:7]2([CH3:31])[CH2:6]1)=[C:16]34)=[O:3].[CH3:32][NH:33][CH2:34][CH2:35][CH2:36][CH3:37]>C(Cl)Cl>[C:2]([O:4][C@H:5]1[C:14]2[C@:15]3([CH3:30])[C:16](/[C:17](=[CH:18]\[N:33]([CH2:34][CH2:35][CH2:36][CH3:37])[CH3:32])/[C:23](=[O:24])[O:25][C@@H:26]3[CH2:27][O:28][CH3:29])=[C:20]([OH:19])[C:21](=[O:22])[C:13]=2[CH:8]2[C@@:7]([CH3:31])([C@@H:11]([OH:12])[CH2:10][CH2:9]2)[CH2:6]1)(=[O:3])[CH3:1]. Run at time 8 hour. The yield is 61.2%. The product is C(C)(=O)O[C@@H]1C[C@@]2([C@H](CCC2C=2C(C(=C3\C(\C(O[C@@H]([C@@]3(C21)C)COC)=O)=C/N(C)CCCC)O)=O)O)C ((1E,4S,4aR,5R,6aS,7S)-1-{[butyl(methyl)amino]methylene}-7,11-dihydroxy-4-(methoxymethyl)-4a,6a-dimethyl-2,10-dioxo-1,2,4,4a,5,6,6a,7,8,9,9a,10-dodecahydroindeno[4,5-h]isochromen-5-yl acetate). Run in C(Cl)Cl (CH2Cl2). The reactants are CC(=O)O[C@@H]1C[C@]2([C@@H](CC[C@@H]2O)C3=C1[C@@]4(C=5C(=COC5C3=O)C(=O)O[C@@H]4COC)C)C (17-hydroxywortmannin), CNCCCC (N-methylbutylamine). Procedure: To a solution of 50 mg (0.12 mmol) 17-hydroxywortmannin in 0.5 mL CH2Cl2 is added 20.9 mg (0.24 mmol) N-methylbutylamine. The reaction mixture is stirred at room temperature overnight. CH2Cl2 is removed in vacuo. The residue is triturated with Et2O to give 38 mg (61.2%) product as an orange powder. MS (ESI) m/z 518.25 (M+1). Starting materials: CCO, CCOC(C)=O, N#Cc1ccc([N+](=O)[O-])cc1, NCCCN, [Na]. Product: O=[N+]([O-])c1ccc(C2=NCCCN2)cc1. RXN SMILES: [CH3:18][CH2:19][OH:20].[CH3:21][CH2:22][O:23][C:24](=[O:25])[CH3:26].[N+:1](=[O:2])([O-:3])[c:4]1[cH:5][cH:6][c:7]([C:8]#[N:9])[cH:10][cH:11]1.[NH2:13][CH2:14][CH2:15][CH2:16][NH2:17].[Na:12]>>[N+:1](=[O:2])([O-:3])[c:4]1[cH:5][cH:6][c:7]([C:8]2=[N:9][CH2:16][CH2:15][CH2:14][NH:13]2)[cH:10][cH:11]1. Starting materials: O=C([O-])[O-], ClCCCN1CCOCC1, [K+], [K+], CN(C)C=O, COc1cc2c(Oc3ccc4[nH]cc(C)c4c3)ncnc2cc1O. The product is COc1cc2c(Oc3ccc4[nH]cc(C)c4c3)ncnc2cc1OCCCN1CCOCC1. RXN SMILES: [C:25](=[O:26])([O-:27])[O-:28].[Cl:31][CH2:32][CH2:33][CH2:34][N:35]1[CH2:36][CH2:37][O:38][CH2:39][CH2:40]1.[K+:29].[K+:30].[O:41]=[CH:42][N:43]([CH3:44])[CH3:45].[OH:1][c:2]1[c:3]([O:23][CH3:24])[cH:4][c:5]2[c:6]([O:12][c:13]3[cH:14][c:15]4[c:16]([CH3:22])[cH:17][nH:18][c:19]4[cH:20][cH:21]3)[n:7][cH:8][n:9][c:10]2[cH:11]1>>[O:1]([c:2]1[c:3]([O:23][CH3:24])[cH:4][c:5]2[c:6]([O:12][c:13]3[cH:14][c:15]4[c:16]([CH3:22])[cH:17][nH:18][c:19]4[cH:20][cH:21]3)[n:7][cH:8][n:9][c:10]2[cH:11]1)[CH2:32][CH2:33][CH2:34][N:35]1[CH2:36][CH2:37][O:38][CH2:39][CH2:40]1. The reactants are CN1C(=O)COc2cc3c(cc21)CCN(C(=O)OC(C)(C)C)CC3, ClCCl, O=C(O)C(F)(F)F. Product: CN1C(=O)COc2cc3c(cc21)CCNCC3. RXN SMILES: [CH3:1][N:2]1[C:3](=[O:24])[CH2:4][O:5][c:6]2[c:7]1[cH:8][c:9]1[c:10]([cH:23]2)[CH2:11][CH2:12][N:13]([C:16]([O:17][C:18]([CH3:19])([CH3:20])[CH3:21])=[O:22])[CH2:14][CH2:15]1.[Cl:32][CH2:33][Cl:34].[F:25][C:26]([F:27])([F:28])[C:29]([OH:30])=[O:31]>>[CH3:1][N:2]1[C:3](=[O:24])[CH2:4][O:5][c:6]2[c:7]1[cH:8][c:9]1[c:10]([cH:23]2)[CH2:11][CH2:12][NH:13][CH2:14][CH2:15]1. Reactants: [N+](=O)([O-])C1=CC=C(C=C1)COC(=O)NCC(=O)O ((4-Nitrophenyl methoxycarbonyl]glycine), ON1C(CCC1=O)=O (N-hydroxysuccinimide), C1(CCCCC1)N=C=NC1CCCCC1 (1,3-dicyclohexylcarbodiimide), C1CCC(CC1)N=C=NC2CCCCC2 (DCC). Run in O1CCOCC1 (dioxane), C(Cl)Cl (methylene chloride), O1CCOCC1 (dioxane). Reaction conditions: time 8 hour. The product is [N+](=O)([O-])C1=CC=C(C=C1)COC(NCC(=O)ON1C(CCC1=O)=O)=O ([2-[(2,5-Dioxo-1-pyrrolidinyl)oxy]-2-oxoethyl]carbamic acid (4-Nitrophenyl)methyl Ester). The yield is 47.9%. Reaction SMILES: [N+:1]([C:4]1[CH:9]=[CH:8][C:7]([CH2:10][O:11][C:12]([NH:14][CH2:15][C:16]([OH:18])=[O:17])=[O:13])=[CH:6][CH:5]=1)([O-:3])=[O:2].O[N:20]1[C:24](=[O:25])[CH2:23][CH2:22][C:21]1=[O:26].C1(N=C=NC2CCCCC2)CCCCC1>O1CCOCC1.C(Cl)Cl>[N+:1]([C:4]1[CH:5]=[CH:6][C:7]([CH2:10][O:11][C:12](=[O:13])[NH:14][CH2:15][C:16]([O:18][N:20]2[C:24](=[O:25])[CH2:23][CH2:22][C:21]2=[O:26])=[O:17])=[CH:8][CH:9]=1)([O-:3])=[O:2]. Procedure: To a solution of 2.83 g of product from Example 255 in 43 ml of dioxane is added 1.28 g of N-hydroxysuccinimide and 2.30 g of 1,3-dicyclohexylcarbodiimide, hereinafter called DCC, in 13 ml of dioxane. The formed suspension is stirred at room temperature overnight. The urea by-product is collected and the filtrate is concentrated in vacuo to give an oil. The oil is dissolved in methylene chloride, washed with water, the layers are separated and the organic phase is cooled. The formed crystals are...